From a dataset of the Open Reaction Database (ORD), a public repository of structured organic reaction records. describe an organic reaction: reactants, conditions, products, and yield Yields the product FC1=CC=C(C=C1)C1CCN(CC1)C=1C(=C(C2=C([C@H](C(O2)(C)C)C2=CC=C(C=C2)C)C1C)C)C ((3R)-4-(4-fluorophenyl)-1-(2,2,4,6,7-pentamethyl-3-(4-methylphenyl)-2,3-dihydro-1-benzofuran-5-yl)piperidine). Procedure details: Using (3R)-4-(4-fluorophenyl)-1-(2,2,4,6,7-pentamethyl-3-(4-methylphenyl)-2,3-dihydro-1-benzofuran-5-yl)piperidine-2,6-dione obtained in Example 24, the title compound was synthesized in the same manner as in Example 28. Yield 76%. mp. 141–144° C. (hexane). Isolated yield 76.0%. Run in CCCCCC (hexane). Reaction SMILES: [F:1][C:2]1[CH:7]=[CH:6][C:5]([CH:8]2[CH2:13][C:12](=O)[N:11]([C:15]3[C:16]([CH3:35])=[C:17]([CH3:34])[C:18]4[O:22][C:21]([CH3:24])([CH3:23])[C@H:20]([C:25]5[CH:30]=[CH:29][C:28]([CH3:31])=[CH:27][CH:26]=5)[C:19]=4[C:32]=3[CH3:33])[C:10](=O)[CH2:9]2)=[CH:4][CH:3]=1>CCCCCC>[F:1][C:2]1[CH:7]=[CH:6][C:5]([CH:8]2[CH2:9][CH2:10][N:11]([C:15]3[C:16]([CH3:35])=[C:17]([CH3:34])[C:18]4[O:22][C:21]([CH3:24])([CH3:23])[C@H:20]([C:25]5[CH:26]=[CH:27][C:28]([CH3:31])=[CH:29][CH:30]=5)[C:19]=4[C:32]=3[CH3:33])[CH2:12][CH2:13]2)=[CH:4][CH:3]=1. Starting materials: FC1=CC=C(C=C1)C1CC(N(C(C1)=O)C=1C(=C(C2=C([C@H](C(O2)(C)C)C2=CC=C(C=C2)C)C1C)C)C)=O ((3R)-4-(4-fluorophenyl)-1-(2,2,4,6,7-pentamethyl-3-(4-methylphenyl)-2,3-dihydro-1-benzofuran-5-yl)piperidine-2,6-dione). The reactants are Cl (hydrochloric acid), BrC1=CC=C2C(C(NC2=C1)=O)(CCOC1OCCCC1)CCOC1OCCCC1 (6-bromo-3,3-bis(2-(tetrahydro-2H-pyran-2-yloxy)ethyl)indolin-2-one), O (water). Solvent: O1CCOCC1 (1,4-dioxane). Run at temperature 60 celsius, time 2 hour. The product is BrC1=CC=C2C(C(NC2=C1)=O)(CCO)CCO (6-Bromo-3,3-bis(2-hydroxyethyl)indolin-2-one). Isolated yield 50.5%. As a reaction SMILES: Cl.[Br:2][C:3]1[CH:11]=[C:10]2[C:6]([C:7]([CH2:22][CH2:23][O:24]C3CCCCO3)([CH2:13][CH2:14][O:15]C3CCCCO3)[C:8](=[O:12])[NH:9]2)=[CH:5][CH:4]=1.O>O1CCOCC1>[Br:2][C:3]1[CH:11]=[C:10]2[C:6]([C:7]([CH2:13][CH2:14][OH:15])([CH2:22][CH2:23][OH:24])[C:8](=[O:12])[NH:9]2)=[CH:5][CH:4]=1. Procedure details: 5M Aqueous hydrochloric acid (5M, 1.50 mL) was added to a stirred solution of 6-bromo-3,3-bis(2-(tetrahydro-2H-pyran-2-yloxy)ethyl)indolin-2-one (preparation 18a, 0.62 g, 1.32 mmol) in 1,4-dioxane (3 mL) at room temperature and then mixture was stirred and heated to 60° C. After 2 hours, the mixture was cooled and water was added to the mixture. The mixture was extracted with diethyl ether and the aqueous phase was evaporated in vacuo to give the title compound (0.20 g, 50%) as a solid. Reactants: IC (Iodomethane), CC1=CC2=C(C(C3=C(C=C2)C=C(C=C3)C)C=3C(NC(NC3)=O)=S)C=C1 (5-[2,8-Dimethyl-5H-dibenzo[a,d]cyclohepten-5-yl]-3,4-dihydro-4-thioxo-2(1H)-pyrimidinone), C([O-])(O)=O.[Na+] (sodium bicarbonate). The solvent is C(C)O (ethanol), O (water). Reaction conditions: time 30 minute. Yields the product CC1=CC2=C(C(C3=C(C=C2)C=C(C=C3)C)C=3C(=NC(NC3)=O)SC)C=C1 (5-[2,8-Dimethyl-5H-dibenzo[a,d]cyclohepten-5-yl]-4-methylthio-2(1H)-pyrimidinone). Reaction SMILES: IC.[CH3:3][C:4]1[CH:27]=[CH:26][C:7]2[CH:8]([C:18]3[C:19](=[S:25])[NH:20][C:21](=[O:24])[NH:22][CH:23]=3)[C:9]3[CH:16]=[CH:15][C:14]([CH3:17])=[CH:13][C:10]=3[CH:11]=[CH:12][C:6]=2[CH:5]=1.[C:28](=O)(O)[O-].[Na+]>C(O)C.O>[CH3:3][C:4]1[CH:27]=[CH:26][C:7]2[CH:8]([C:18]3[C:19]([S:25][CH3:28])=[N:20][C:21](=[O:24])[NH:22][CH:23]=3)[C:9]3[CH:16]=[CH:15][C:14]([CH3:17])=[CH:13][C:10]=3[CH:11]=[CH:12][C:6]=2[CH:5]=1 |f:2.3|. Reported procedure: Iodomethane (0.2 ml) was added to a stirred suspension of the product from step (i) (0.65 g) and sodium bicarbonate (0.4 g) in ethanol (15 ml) and water (4 ml). After stirring for 30 min, the reaction mixture was washed with water, 1M hydrochloric acid, aqueous sodium bicarbonate, water, dried (MgSO4) and evaporated under reduced pressure. The residue was triturated with ether and filtered. Yield 0.49 g. Starting materials: [N+](=O)([O-])C=1C=C(C=CC1[N+](=O)[O-])C (3,4-dinitrotoluene), BrN1C(CCC1=O)=O (N-bromosuccinimide). The reagents and catalysts are [W] (tungsten). Run in C(Cl)(Cl)(Cl)Cl (carbon tetrachloride). The product is [N+](=O)([O-])C=1C=C(C=O)C=CC1[N+](=O)[O-] (3,4-dinitrobenzaldehyde). Reaction SMILES: [N+:1]([C:4]1[CH:5]=[C:6]([CH3:13])[CH:7]=[CH:8][C:9]=1[N+:10]([O-:12])=[O:11])([O-:3])=[O:2].BrN1C(=[O:20])CCC1=O>C(Cl)(Cl)(Cl)Cl.[W]>[N+:1]([C:4]1[CH:5]=[C:6]([CH:7]=[CH:8][C:9]=1[N+:10]([O-:12])=[O:11])[CH:13]=[O:20])([O-:3])=[O:2]. Procedure: One equivalent of 3,4-dinitrotoluene and 2 equivalents of N-bromosuccinimide in carbon tetrachloride is irradiated with a 500 W tungsten lamp for 4 hours. The mixture is filtered and the filtrated is shaken with a solution of aqueous potassium carbonate. The organic layer is evaporated in vacuo to give 3,4-dinitrobenzaldehyde. Starting materials: BrC1=CC=C(C=C1)C1=C(C(=NO1)C)CSCCC1=CC=CC=C1 (5-(4-bromo-phenyl)-3-methyl-4-phenethylsulfanylmethyl-isoxazole), C(C)OC(C(C)C1=CC=C(C=C1)B1OC(C(O1)(C)C)(C)C)=O (2-[4-(4,4,5,5-tetramethyl-[1,3,2]dioxaborolan-2-yl)-phenyl]-propionic acid ethyl ester). Yields the product C(C)OC(C(C)C1=CC=C(C=C1)C1=CC=C(C=C1)C1=C(C(=NO1)C)CSCCC1=CC=CC=C1)=O (2-[4′-(3-Methyl-4-phenethylsulfanylmethyl-isoxazol-5-yl)-biphenyl-4-yl]-propionic acid ethyl ester). Reaction SMILES: Br[C:2]1[CH:7]=[CH:6][C:5]([C:8]2[O:12][N:11]=[C:10]([CH3:13])[C:9]=2[CH2:14][S:15][CH2:16][CH2:17][C:18]2[CH:23]=[CH:22][CH:21]=[CH:20][CH:19]=2)=[CH:4][CH:3]=1.[CH2:24]([O:26][C:27](=[O:45])[CH:28]([C:30]1[CH:35]=[CH:34][C:33](B2OC(C)(C)C(C)(C)O2)=[CH:32][CH:31]=1)[CH3:29])[CH3:25]>>[CH2:24]([O:26][C:27](=[O:45])[CH:28]([C:30]1[CH:35]=[CH:34][C:33]([C:2]2[CH:7]=[CH:6][C:5]([C:8]3[O:12][N:11]=[C:10]([CH3:13])[C:9]=3[CH2:14][S:15][CH2:16][CH2:17][C:18]3[CH:23]=[CH:22][CH:21]=[CH:20][CH:19]=3)=[CH:4][CH:3]=2)=[CH:32][CH:31]=1)[CH3:29])[CH3:25]. Reported procedure: Prepared according to the procedure described in Example 108, Step 2, using 5-(4-bromo-phenyl)-3-methyl-4-phenethylsulfanylmethyl-isoxazole and 2-[4-(4,4,5,5-tetramethyl-[1,3,2]dioxaborolan-2-yl)-phenyl]-propionic acid ethyl ester.